This data is from the Open Reaction Database (ORD), a public repository of structured organic reaction records. The task is: describe an organic reaction: reactants, conditions, products, and yield Starting materials: C(C)(C)(C)OC(=O)N1CCN(CC1)CC1=CC(=C(C=C1)C)NC(CN(C1=CC(=C(C=C1)F)F)C(=O)OC(C)(C)C)=O (4-(3-{2-[tert-butoxycarbonyl-(3,4-difluoro-phenyl)-amino]-acetylamino}-4-methyl-benzyl)-piperazine-1-carboxylic acid tert-butyl ester), COC=1C=CC(=CC1)P2(=S)SP(=S)(S2)C=3C=CC(=CC3)OC (Lawesson's reagent). The solvent is C1(=CC=CC=C1)C (toluene). Conditions: temperature 100 celsius. Product: C(C)(C)(C)OC(=O)N1CCN(CC1)CC1=CC(=C(C=C1)C)NC(CN(C1=CC(=C(C=C1)F)F)C(=O)OC(C)(C)C)=S (4-(3-{2-[tert-butoxycarbonyl-(3,4-difluoro-phenyl)-amino]-thioacetylamino}-4-methyl-benzyl)-piperazine-1-carboxylic acid tert-butyl ester). The yield is 82.2%. Reaction SMILES: [C:1]([O:5][C:6]([N:8]1[CH2:13][CH2:12][N:11]([CH2:14][C:15]2[CH:20]=[CH:19][C:18]([CH3:21])=[C:17]([NH:22][C:23](=O)[CH2:24][N:25]([C:34]([O:36][C:37]([CH3:40])([CH3:39])[CH3:38])=[O:35])[C:26]3[CH:31]=[CH:30][C:29]([F:32])=[C:28]([F:33])[CH:27]=3)[CH:16]=2)[CH2:10][CH2:9]1)=[O:7])([CH3:4])([CH3:3])[CH3:2].COC1C=CC(P2(SP(C3C=CC(OC)=CC=3)(=S)S2)=[S:51])=CC=1>C1(C)C=CC=CC=1>[C:1]([O:5][C:6]([N:8]1[CH2:13][CH2:12][N:11]([CH2:14][C:15]2[CH:20]=[CH:19][C:18]([CH3:21])=[C:17]([NH:22][C:23](=[S:51])[CH2:24][N:25]([C:34]([O:36][C:37]([CH3:40])([CH3:39])[CH3:38])=[O:35])[C:26]3[CH:31]=[CH:30][C:29]([F:32])=[C:28]([F:33])[CH:27]=3)[CH:16]=2)[CH2:10][CH2:9]1)=[O:7])([CH3:4])([CH3:3])[CH3:2]. Procedure: To a solution of 4-(3-{2-[tert-butoxycarbonyl-(3,4-difluoro-phenyl)-amino]-acetylamino}-4-methyl-benzyl)-piperazine-1-carboxylic acid tert-butyl ester (160 mg) in toluene (4 ml) was added Lawesson's reagent (100 mg) and the reaction heated at 100° C. for 2.5 hr. After cooling to room temperature, the solvent was removed in vacuo to afford a yellow powder. Purification by NPHPLC (0-5% MeOH in CH2Cl2) afforded 4-(3-{2-[tert-butoxycarbonyl-(3,4-difluoro-phenyl)-amino]-thioacetylamino}-4-methyl-benz... Reactants: C1(CCCC1)C[C@H](CN(C=O)OCC1=CC=CC=C1)C(=O)NNC1=NC(=NC(=C1F)N1CCCC1)C (((2R)-2-(Cyclopentylmethyl)-3-{2-[5-fluoro-2-methyl-6-(1-pyrrolidinyl)-4-pyrimidinyl]hydrazino}-3-oxopropyl)[(phenylmethyl)oxy]formamide). Run in CO (MeOH). The product is C1(CCCC1)C[C@H](CN(C=O)O)C(=O)NNC1=NC(=NC(=C1F)N1CCCC1)C (((2R)-2-(cyclopentylmethyl)-3-{2-[5-fluoro-2-methyl-6-(1-pyrrolidinyl)-4-pyrimidinyl]hydrazino}-3-oxopropyl)hydroxyformamide). Isolated yield 57.1%. Reaction SMILES: [CH:1]1([CH2:6][C@@H:7]([C:20]([NH:22][NH:23][C:24]2[C:29]([F:30])=[C:28]([N:31]3[CH2:35][CH2:34][CH2:33][CH2:32]3)[N:27]=[C:26]([CH3:36])[N:25]=2)=[O:21])[CH2:8][N:9]([O:12]CC2C=CC=CC=2)[CH:10]=[O:11])[CH2:5][CH2:4][CH2:3][CH2:2]1>CO>[CH:1]1([CH2:6][C@@H:7]([C:20]([NH:22][NH:23][C:24]2[C:29]([F:30])=[C:28]([N:31]3[CH2:35][CH2:34][CH2:33][CH2:32]3)[N:27]=[C:26]([CH3:36])[N:25]=2)=[O:21])[CH2:8][N:9]([OH:12])[CH:10]=[O:11])[CH2:2][CH2:3][CH2:4][CH2:5]1. Procedure: ((2R)-2-(Cyclopentylmethyl)-3-{2-[5-fluoro-2-methyl-6-(1-pyrrolidinyl)-4-pyrimidinyl]hydrazino}-3-oxopropyl)[(phenylmethyl)oxy]formamide (90 mg, 0.18 mmol) was dissolved in 3 mL of MeOH, degassed and placed under argon. 10% Pd/C (18 mg) was added, and the contents were thoroughly degassed and placed under a hydrogen balloon for approximately 3 hrs. The contents were then degassed and filtered through Celite, and the Celite pad was washed with DCM and MeOH. The resulting filtrate was concentrated... The reactants are CNC(=O)Cc1ccc(O)cc1Cl, O=C(c1cc2nccc(Cl)c2s1)N1CCC(O)C1. Yields the product CNC(=O)Cc1ccc(Oc2ccnc3cc(C(=O)N4CCC(O)C4)sc23)cc1Cl. Reaction SMILES: [Cl:19][c:20]1[c:21]([CH2:27][C:28](=[O:29])[NH:30][CH3:31])[cH:22][cH:23][c:24]([OH:26])[cH:25]1.[Cl:1][c:2]1[c:3]2[c:4]([n:5][cH:6][cH:7]1)[cH:8][c:9]([C:11](=[O:12])[N:13]1[CH2:14][CH:15]([OH:18])[CH2:16][CH2:17]1)[s:10]2>>[c:2]1([O:26][c:24]2[cH:23][cH:22][c:21]([CH2:27][C:28](=[O:29])[NH:30][CH3:31])[c:20]([Cl:19])[cH:25]2)[c:3]2[c:4]([n:5][cH:6][cH:7]1)[cH:8][c:9]([C:11](=[O:12])[N:13]1[CH2:14][CH:15]([OH:18])[CH2:16][CH2:17]1)[s:10]2. Reactants: [Li]CCCC, CI, C1CCOC1, OCc1cccc2c1NCCC21OCCO1. Product: CN1CCC2(OCCO2)c2cccc(CO)c21. As a reaction SMILES: [CH2:17]([Li:18])[CH2:19][CH2:20][CH3:21].[CH3:22][I:23].[O:24]1[CH2:25][CH2:26][CH2:27][CH2:28]1.[OH:1][CH2:2][c:3]1[cH:4][cH:5][cH:6][c:7]2[c:12]1[NH:11][CH2:10][CH2:9][C:8]21[O:13][CH2:14][CH2:15][O:16]1>>[OH:1][CH2:2][c:3]1[cH:4][cH:5][cH:6][c:7]2[c:12]1[N:11]([CH3:17])[CH2:10][CH2:9][C:8]21[O:13][CH2:14][CH2:15][O:16]1. The reactants are ( 20 ), BrCCCCCC(=O)NCC1=NC=CC=C1 (6-bromo-N-(2-pyridylmethyl)hexanamide), COC1=CC=C(C=C1)C1=C(C=CC=C1)N1CCNCC1 (1-[2-(4-methoxyphenyl)phenyl]piperazine), C(=O)([O-])[O-].[K+].[K+] (K2CO3), ( 50 ), ( 35 ), ( 100 ). Solvent: C(C)#N (acetonitrile). Yields the product COC1=CC=C(C=C1)C1=C(C=CC=C1)N1CCN(CC1)CCCCCC(=O)NCC1=NC=CC=C1 (4-[2-(4-Methoxyphenyl)phenyl]-N-(2-pyridinylmethyl)-1-piperazinehexanamide). Isolated yield 60.0%. Reaction SMILES: Br[CH2:2][CH2:3][CH2:4][CH2:5][CH2:6][C:7]([NH:9][CH2:10][C:11]1[CH:16]=[CH:15][CH:14]=[CH:13][N:12]=1)=[O:8].[CH3:17][O:18][C:19]1[CH:24]=[CH:23][C:22]([C:25]2[CH:30]=[CH:29][CH:28]=[CH:27][C:26]=2[N:31]2[CH2:36][CH2:35][NH:34][CH2:33][CH2:32]2)=[CH:21][CH:20]=1.C([O-])([O-])=O.[K+].[K+]>C(#N)C>[CH3:17][O:18][C:19]1[CH:20]=[CH:21][C:22]([C:25]2[CH:30]=[CH:29][CH:28]=[CH:27][C:26]=2[N:31]2[CH2:36][CH2:35][N:34]([CH2:2][CH2:3][CH2:4][CH2:5][CH2:6][C:7]([NH:9][CH2:10][C:11]3[CH:16]=[CH:15][CH:14]=[CH:13][N:12]=3)=[O:8])[CH2:33][CH2:32]2)=[CH:23][CH:24]=1 |f:2.3.4|. Reported procedure: A stirred mixture of 6-bromo-N-(2-pyridylmethyl)hexanamide (0.60 g, 2.1 mmol), 1-[2-(4-methoxyphenyl)phenyl]piperazine (0.68 g, 2.5 mmol) and K2CO3 (3.5 mmol) in acetonitrile was refluxed overnight. After cooling, the mixture was evaporated to dryness and H2O (20 mL) was added to the residue. The aqueous phase was extracted with AcOEt (2×30 mL). The collected organic layers were dried over Na2SO4 and evaporated under reduced pressure. The crude residue was chromatographed (CHCl3/MeOH, 19:1, as e... Starting materials: NC(CC(=O)OCC)\C=C(/CCCC(=O)OCC)\CP(=O)(O)O (diethyl E-2-amino-4-phosphonomethyl-hept-3-ene-1,7-dicarboxylate). Solvent: O (water). Product: NC(CC(=O)O)\C=C(/CCCC(=O)O)\CP(=O)(O)O (E-2-amino-4-phosphonomethyl-hept-3-ene-1,7-dicarboxylic acid). Reaction SMILES: [NH2:1][CH:2](/[CH:9]=[C:10](/[CH2:19][P:20]([OH:23])([OH:22])=[O:21])\[CH2:11][CH2:12][CH2:13][C:14]([O:16]CC)=[O:15])[CH2:3][C:4]([O:6]CC)=[O:5]>O>[NH2:1][CH:2](/[CH:9]=[C:10](/[CH2:19][P:20]([OH:23])([OH:22])=[O:21])\[CH2:11][CH2:12][CH2:13][C:14]([OH:16])=[O:15])[CH2:3][C:4]([OH:6])=[O:5]. Reported procedure: 1.3 g (4:0 mmol) of diethyl E-2-amino-4-phosphonomethyl-hept-3-ene-1,7-dicarboxylate are heated in 15 ml of water for 23 hours to reflux. The reaction mixture is concentrated to 7 ml and the residue is stirred in an ice bath. The precipitated product is isolated by filtration, affording E-2-amino-4-phosphonomethyl-hept-3-ene-1,7-dicarboxylic acid of m.p. 192° C. (dec.). Run in C(C)#N (acetonitrile). RXN SMILES: [Cl:1][C:2]1[N:3]=[CH:4][NH:5][C:6]=1[Cl:7].[OH-:8].[K+].[Br:10][CH:11]([CH2:15][CH2:16][CH3:17])[C:12]([OH:14])=[O:13]>C(#N)C>[Br-:10].[C:12]([CH2:11][CH2:15][CH2:16][CH2:17][N:3]1[C:2]([Cl:1])=[C:6]([Cl:7])[N+:5]([CH2:17][CH2:16][CH2:15][CH2:11][C:12]([OH:13])=[O:8])=[CH:4]1)([OH:14])=[O:13] |f:1.2,5.6|. Reactants: [OH-].[K+] (Potassium hydroxide), ClC=1N=CNC1Cl (4,5-dichloroimidazole), BrC(C(=O)O)CCC (2-bromopentanoic acid). Procedure details: 4,5-dichloroimidazole (1.00 g, 7.36 mmol) was dissolved in acetonitrile. Potassium hydroxide (0.828 g, 14.72 mmol) was added to the solution and allowed to reflux for 30 min. 2 equivalents of 2-bromopentanoic acid (2.66 g, 14.72 mmol) was added to the solution and refluxed for 5 h. Solution was filtered to remove the KBr precipitate and neutralized with 6M HBr. Volatiles were removed in vacuo and the resulting product will be collected and analyzed. The product is [Br-].C(=O)(O)CCCCN1C=[N+](C(=C1Cl)Cl)CCCCC(=O)O (1,3-bis(4-carboxybutyl)-4,5-dichloro-1H-imidazol-3-ium bromide).